From a dataset of the Open Reaction Database (ORD), a public repository of structured organic reaction records. describe an organic reaction: reactants, conditions, products, and yield The reactants are N1C(=O)NC(=O)C1 (hydantoin), C(C1=CC=CC=C1)=O (benzaldehyde), C(=O)[O-].[NH4+] (ammonium formate), C(=O)O (formic acid). Conditions: time 3 hour. Yields the product C(C1=CC=CC=C1)=C1C(NC(N1)=O)=O (5-benzylidene hydantoin). Yield: 91.9%. As a reaction SMILES: [NH:1]1[CH2:7][C:5](=[O:6])[NH:4][C:2]1=[O:3].[CH:8](=O)[C:9]1[CH:14]=[CH:13][CH:12]=[CH:11][CH:10]=1.C([O-])=O.[NH4+].C(O)=O>>[CH:8](=[C:7]1[NH:1][C:2](=[O:3])[NH:4][C:5]1=[O:6])[C:9]1[CH:14]=[CH:13][CH:12]=[CH:11][CH:10]=1 |f:2.3|. Procedure: A mixture of 100 grams (1.0 mole) of hydantoin, 106 grams (1.0 mole) of benzaldehyde, 63 grams (1.0 mole) of ammonium formate, and 230 grams (5.0 moles) of formic acid were held for 3 hours at reflux temperature. After the cooling off, there were obtained 173 grams of 5-benzylidene hydantoin, corresponding to 92% of theory based on hydantoin. Reactants: C(C)(C)(C)OC(NC1CCN(CC1)CC(C)O)=O ([1-(2-hydroxy-propyl)-piperidin-4-yl]-carbamic acid tert-butyl ester), CCN(CC)S(F)(F)F (DAST). Run in C(Cl)Cl (DCM). Conditions: temperature 25 celsius, time 20 hour. Product: C(C)(C)(C)OC(NC1CCN(CC1)CC(C)F)=O ([1-(2-fluoro-propyl)-piperidin-4-yl]-carbamic acid tert-butyl ester). Yield: 71.1%. Reaction SMILES: [C:1]([O:5][C:6](=[O:18])[NH:7][CH:8]1[CH2:13][CH2:12][N:11]([CH2:14][CH:15](O)[CH3:16])[CH2:10][CH2:9]1)([CH3:4])([CH3:3])[CH3:2].CCN(S(F)(F)[F:25])CC>C(Cl)Cl>[C:1]([O:5][C:6](=[O:18])[NH:7][CH:8]1[CH2:13][CH2:12][N:11]([CH2:14][CH:15]([F:25])[CH3:16])[CH2:10][CH2:9]1)([CH3:4])([CH3:3])[CH3:2]. Procedure: To a cold solution of [1-(2-hydroxy-propyl)-piperidin-4-yl]-carbamic acid tert-butyl ester (0.70 g, 2.7 mmol) in DCM (30 mL) was added DAST (1.1 mL, 8.1 mmol) and the mixture was stirred at 25° C. for 20 h. The reaction mixture was washed with saturated sodium bicarbonate solution, water, brine, dried over Na2SO4 and concentrated under reduced pressure to afford [1-(2-fluoro-propyl)-piperidin-4-yl]-carbamic acid tert-butyl ester (0.5 g, 70%). LCMS (Method G; ESI): RT=0.53 min; m+1=261.3. This wa... The reactants are COC=1C=C(C=CC1)S(=O)(=O)NC(CC(=O)OCC)C (β-[[(3-methoxypheyl)sulfonyl]amino]-butanoic acid, ethyl ester), C(C)S (ethanethiol), [Cl-].[Al+3].[Cl-].[Cl-] (Aluminum chloride). The solvent is C(Cl)Cl (methylenechloride). Run at time 4 hour. Yields the product OC=1C=C(C=CC1)S(=O)(=O)NC(CC(=O)OCC)C (3-[[(3-hydroxyphenyl)sulfonyl]amino]-butanoic Acid, Ethyl Ester). The yield is 94.8%. Reaction SMILES: C[O:2][C:3]1[CH:4]=[C:5]([S:9]([NH:12][CH:13]([CH3:20])[CH2:14][C:15]([O:17][CH2:18][CH3:19])=[O:16])(=[O:11])=[O:10])[CH:6]=[CH:7][CH:8]=1.C(S)C.[Cl-].[Al+3].[Cl-].[Cl-]>C(Cl)Cl>[OH:2][C:3]1[CH:4]=[C:5]([S:9]([NH:12][CH:13]([CH3:20])[CH2:14][C:15]([O:17][CH2:18][CH3:19])=[O:16])(=[O:11])=[O:10])[CH:6]=[CH:7][CH:8]=1 |f:2.3.4.5|. Procedure details: A mixture of β-[[(3-methoxypheyl)sulfonyl]amino]-butanoic acid, ethyl ester (7.8 g, 25.7 mmol) and ethanethiol (8 g, 0.13 mol) in methylenechloride (200 ml) was cooled in ice-bath. Aluminum chloride (17.2 g, 0.13 mol) was added to above solution. The reaction mixture was stirred at room temperature for 4 hours. The reaction mixture was quenched with 3N HCl (200 ml). Organic layer was separated. Aqueous layer was extracted with methylene chloride (2×100 ml). Combined organic solution was concentr... As a reaction SMILES: [CH2:12]([CH3:13])[N:14]1[N:15]([CH2:20][CH3:21])[CH2:16][CH:17]([NH2:19])[CH2:18]1.[CH3:1][O:2][c:3]1[c:4]([C:5](=[O:6])[Cl:7])[cH:8][cH:9][cH:10][cH:11]1.[CH3:22][c:23]1[cH:24][cH:25][cH:26][cH:27][cH:28]1>>[CH3:1][O:2][c:3]1[c:4]([C:5](=[O:6])[NH:19][CH:17]2[CH2:16][N:15]([CH2:20][CH3:21])[N:14]([CH2:12][CH3:13])[CH2:18]2)[cH:8][cH:9][cH:10][cH:11]1. The reactants are CCN1CC(N)CN1CC, COc1ccccc1C(=O)Cl, Cc1ccccc1. Product: CCN1CC(NC(=O)c2ccccc2OC)CN1CC. Starting materials: [H-].[Na+] (sodium hydride), S(=O)(=O)(C1=CC=C(C)C=C1)Cl (tosyl chloride), FC(C=1C=C2C(=NC1)NC=C2)(F)F (5-trifluoromethyl-1H-pyrrolo[2,3-b]pyridine). Run in C1CCOC1 (THF), C1CCOC1 (THF). Conditions: time 8 hour. Yields the product FC(C=1C=C2C(=NC1)N(C=C2)S(=O)(=O)C2=CC=C(C)C=C2)(F)F (5-Trifluoromethyl-1-tosyl-1H-pyrrolo[2,3-b]pyridine). Yield: 91.4%. Reaction SMILES: [H-].[Na+].[S:3](Cl)([C:6]1[CH:12]=[CH:11][C:9]([CH3:10])=[CH:8][CH:7]=1)(=[O:5])=[O:4].[F:14][C:15]([F:26])([F:25])[C:16]1[CH:17]=[C:18]2[CH:24]=[CH:23][NH:22][C:19]2=[N:20][CH:21]=1>C1COCC1>[F:26][C:15]([F:14])([F:25])[C:16]1[CH:17]=[C:18]2[CH:24]=[CH:23][N:22]([S:3]([C:6]3[CH:12]=[CH:11][C:9]([CH3:10])=[CH:8][CH:7]=3)(=[O:5])=[O:4])[C:19]2=[N:20][CH:21]=1 |f:0.1|. Procedure: To a stirred solution of sodium hydride (6.2 g, 156 mmol, 60% dispersion), tosyl chloride (27 g, 141.8 mmol), in anhydrous THF (200 mL) under a nitrogen atmosphere was added a solution of 5-trifluoromethyl-1H-pyrrolo[2,3-b]pyridine (26.38 g, 141.8 mmol) in THF (150 mL) dropwise at a rate which maintained the internal temperature of the reaction below 40° C. The reaction mixture was stirred overnight at room temperature and analysis by LCMS showed no starting material remained after this time. Th... Starting materials: C=CCOP(=O)(OCC=C)OCc1c(C)cccc1C(=O)Cl, CC(SC1COC(C=CC=Cc2ccc(C#N)cc2F)OC1)C(O)(Cn1cncn1)c1ccc(F)cc1F, [H-], [Na+], C1CCOC1. The product is C=CCOP(=O)(OCC=C)OCc1c(C)cccc1C(=O)OC(Cn1cncn1)(c1ccc(F)cc1F)C(C)SC1COC(C=CC=Cc2ccc(C#N)cc2F)OC1. Reaction SMILES: [CH2:41]([CH:42]=[CH2:43])[O:44][P:45](=[O:46])([O:47][CH2:48][CH:49]=[CH2:50])[O:51][CH2:52][c:53]1[c:54]([C:55](=[O:56])[Cl:57])[cH:58][cH:59][cH:60][c:61]1[CH3:62].[F:1][c:2]1[c:3]([C:9]([CH:10]([CH3:11])[S:12][CH:13]2[CH2:14][O:15][CH:16]([CH:19]=[CH:20][CH:21]=[CH:22][c:23]3[c:24]([F:31])[cH:25][c:26]([C:27]#[N:28])[cH:29][cH:30]3)[O:17][CH2:18]2)([CH2:32][n:33]2[n:34][cH:35][n:36][cH:37]2)[OH:38])[cH:4][cH:5][c:6]([F:8])[cH:7]1.[H-:39].[Na+:40].[O:63]1[CH2:64][CH2:65][CH2:66][CH2:67]1>>[F:1][c:2]1[c:3]([C:9]([CH:10]([CH3:11])[S:12][CH:13]2[CH2:14][O:15][CH:16]([CH:19]=[CH:20][CH:21]=[CH:22][c:23]3[c:24]([F:31])[cH:25][c:26]([C:27]#[N:28])[cH:29][cH:30]3)[O:17][CH2:18]2)([CH2:32][n:33]2[n:34][cH:35][n:36][cH:37]2)[O:38][C:55]([c:54]2[c:53]([CH2:52][O:51][P:45]([O:44][CH2:41][CH:42]=[CH2:43])(=[O:46])[O:47][CH2:48][CH:49]=[CH2:50])[c:61]([CH3:62])[cH:60][cH:59][cH:58]2)=[O:56])[cH:4][cH:5][c:6]([F:8])[cH:7]1. Starting materials: CO, c1cc2cc(OC3CCCC3)cnc2[nH]1, CCCS(=O)(=O)Nc1ccc(F)c(C=O)c1F, [K+], [OH-], O. Yields the product CCCS(=O)(=O)Nc1ccc(F)c(C(O)c2c[nH]c3ncc(OC4CCCC4)cc23)c1F. RXN SMILES: [CH3:36][OH:37].[CH:18]1([O:23][c:24]2[cH:25][c:26]3[c:27]([n:28][cH:29]2)[nH:30][cH:31][cH:32]3)[CH2:19][CH2:20][CH2:21][CH2:22]1.[F:1][c:2]1[c:3]([NH:11][S:12](=[O:13])(=[O:14])[CH2:15][CH2:16][CH3:17])[cH:4][cH:5][c:6]([F:10])[c:7]1[CH:8]=[O:9].[K+:34].[OH-:33].[OH2:35]>>[F:1][c:2]1[c:3]([NH:11][S:12](=[O:13])(=[O:14])[CH2:15][CH2:16][CH3:17])[cH:4][cH:5][c:6]([F:10])[c:7]1[CH:8]([OH:9])[c:32]1[c:26]2[cH:25][c:24]([O:23][CH:18]3[CH2:19][CH2:20][CH2:21][CH2:22]3)[cH:29][n:28][c:27]2[nH:30][cH:31]1. Reactants: ClC1=CC=C(C=C1)C1=NNC(=C1)C1CCNCC1 (4-[3-(4-chlorophenyl)-1H-pyrazol-5-yl]piperidine), ClC1=CC=C(C=C1)C1=NNC(=C1)C1CCNCC1 (4-[3-(4-chlorophenyl)-1H-pyrazol-5-yl]piperidine), C(=O)([O-])[O-].[K+].[K+] (K2CO3), BrCCC1=CC=CC=C1 (2-(bromoethyl)benzene). Solvent: CN(C)C=O (DMF), CCOC(=O)C (EtOAc). Conditions: time 8 hour. The product is ClC1=CC=C(C=C1)C1=NNC(=C1)C1CCN(CC1)CCC1=CC=CC=C1 (4-[3-(4-Chlorophenyl)-1H-pyrazol-5-yl]-1-(2-phenylethyl)piperidine). RXN SMILES: [Cl:1][C:2]1[CH:7]=[CH:6][C:5]([C:8]2[CH:12]=[C:11]([CH:13]3[CH2:18][CH2:17][NH:16][CH2:15][CH2:14]3)[NH:10][N:9]=2)=[CH:4][CH:3]=1.C([O-])([O-])=O.[K+].[K+].Br[CH2:26][CH2:27][C:28]1[CH:33]=[CH:32][CH:31]=[CH:30][CH:29]=1>CN(C=O)C.CCOC(C)=O>[Cl:1][C:2]1[CH:7]=[CH:6][C:5]([C:8]2[CH:12]=[C:11]([CH:13]3[CH2:18][CH2:17][N:16]([CH2:26][CH2:27][C:28]4[CH:33]=[CH:32][CH:31]=[CH:30][CH:29]=4)[CH2:15][CH2:14]3)[NH:10][N:9]=2)=[CH:4][CH:3]=1 |f:1.2.3|. Procedure: To a solution of 4-[3-(4-chlorophenyl)-1H-pyrazol-5-yl]piperidine (INTERMEDIATE 7, 4 g, 15.28 mmol) in 60 mL DMF was added K2CO3 (63 g, 45.8 mmol), and 2-(bromoethyl)benzene (2.3 mL, 16.8 mmol). The reaction mixture was stirred at ambient temperature overnight, diluted with EtOAc, and washed three times with water. The organic layer was separated, dried (MgSO4), and concentrated under reduced pressure. LC-MS m/z=366.17 [M+1]+.